From a dataset of the Open Reaction Database (ORD), a public repository of structured organic reaction records. describe an organic reaction: reactants, conditions, products, and yield The reactants are CC(C)(CC#N)Cc1ccc(N2CC(=O)N(CC[Si](C)(C)C)S2(=O)=O)c(OCc2ccccc2)c1, CCCC[N+](CCCC)(CCCC)CCCC, C1CCOC1, Cl, [F-]. The product is CC(C)(CC#N)Cc1ccc(N2CC(=O)NS2(=O)=O)c(OCc2ccccc2)c1. RXN SMILES: [CH2:19]([c:20]1[cH:21][cH:22][cH:23][cH:24][cH:25]1)[O:26][c:27]1[cH:28][c:29]([CH2:47][C:48]([CH2:49][C:50]#[N:51])([CH3:52])[CH3:53])[cH:30][cH:31][c:32]1[N:33]1[S:34](=[O:45])(=[O:46])[N:35]([CH2:39][CH2:40][Si:41]([CH3:42])([CH3:43])[CH3:44])[C:36](=[O:38])[CH2:37]1.[CH2:2]([N+:3]([CH2:4][CH2:5][CH2:6][CH3:7])([CH2:8][CH2:9][CH2:10][CH3:11])[CH2:12][CH2:13][CH2:14][CH3:15])[CH2:16][CH2:17][CH3:18].[CH2:54]1[O:55][CH2:56][CH2:57][CH2:58]1.[ClH:59].[F-:1]>>[CH2:19]([c:20]1[cH:21][cH:22][cH:23][cH:24][cH:25]1)[O:26][c:27]1[cH:28][c:29]([CH2:47][C:48]([CH2:49][C:50]#[N:51])([CH3:52])[CH3:53])[cH:30][cH:31][c:32]1[N:33]1[S:34](=[O:45])(=[O:46])[NH:35][C:36](=[O:38])[CH2:37]1. The reactants are ClC(Cl)Cl, Cc1ccc2c(c1)[nH]c(=O)n2CCO, O=S(Cl)Cl. Product: Cc1ccc2c(c1)[nH]c(=O)n2CCCl. RXN SMILES: [Cl:19][CH:20]([Cl:21])[Cl:22].[OH:1][CH2:2][CH2:3][n:4]1[c:5](=[O:14])[nH:6][c:7]2[c:8]1[cH:9][cH:10][c:11]([CH3:13])[cH:12]2.[S:15]([Cl:16])([Cl:17])=[O:18]>>[CH2:2]([CH2:3][n:4]1[c:5](=[O:14])[nH:6][c:7]2[c:8]1[cH:9][cH:10][c:11]([CH3:13])[cH:12]2)[Cl:17].